From a dataset of the Open Reaction Database (ORD), a public repository of structured organic reaction records. describe an organic reaction: reactants, conditions, products, and yield The reactants are NCC(C)O (1-amino-2-propanol), C(C)(=O)O[BH-](OC(C)=O)OC(C)=O.[Na+] (sodium triacetoxyborohydride), ClC1=C2CNC(C2=C(C=C1)C=1N(C2=CC=C(C=C2C1)C=O)C(=O)OC(C)(C)C)=O (4-chloro-7-[1-(tert-butoxycarbonyl)-5-formylindol-2-yl]isoindolinone). Solvent: ClCCl (dichloromethane). Yields the product ClC1=C2CNC(C2=C(C=C1)C=1N(C2=CC=C(C=C2C1)CNCC(C)O)C(=O)OC(C)(C)C)=O (4-chloro-7-[1-(tert-butoxycarbonyl)-5-(2-hydroxypropylaminomethyl)indol-2-yl]isoindolinone). As a reaction SMILES: [Cl:1][C:2]1[CH:10]=[CH:9][C:8]([C:11]2[N:12]([C:22]([O:24][C:25]([CH3:28])([CH3:27])[CH3:26])=[O:23])[C:13]3[C:18]([CH:19]=2)=[CH:17][C:16]([CH:20]=O)=[CH:15][CH:14]=3)=[C:7]2[C:3]=1[CH2:4][NH:5][C:6]2=[O:29].[NH2:30][CH2:31][CH:32]([OH:34])[CH3:33].C(O[BH-](OC(=O)C)OC(=O)C)(=O)C.[Na+]>ClCCl>[Cl:1][C:2]1[CH:10]=[CH:9][C:8]([C:11]2[N:12]([C:22]([O:24][C:25]([CH3:28])([CH3:26])[CH3:27])=[O:23])[C:13]3[C:18]([CH:19]=2)=[CH:17][C:16]([CH2:20][NH:30][CH2:31][CH:32]([OH:34])[CH3:33])=[CH:15][CH:14]=3)=[C:7]2[C:3]=1[CH2:4][NH:5][C:6]2=[O:29] |f:2.3|. Procedure details: In a similar manner to Step 1 of Example 56, 4-chloro-7-[1-(tert-butoxycarbonyl)-5-formylindol-2-yl]isoindolinone (20.0 mg, 0.0487 mmol) was dissolved in dichloromethane (0.5 mL). The solution was treated with 1-amino-2-propanol (0.015 mL, 0.19 mmol) and sodium triacetoxyborohydride (32 mg, 0.15 mmol) to obtain 4-chloro-7-[1-(tert-butoxycarbonyl)-5-(2-hydroxypropylaminomethyl)indol-2-yl]isoindolinone. The reactants are [N+](=O)([O-])C1=C(C=CC(=C1)N)N (2-nitro-p-phenylenediamine), FC1=CC=C(C=O)C=C1 (4-fluorobenzaldehyde), acid, Nafion, O (water). Solvent: C=1(C(=CC=CC1)C)C (xylene). Reaction conditions: time 8 hour. Product: NC1=C(C=C(C=C1)N=CC1=CC=C(C=C1)F)[N+](=O)[O-] (2-amino-5-(4-fluorobenzylideneamino)-nitrobenzene). Isolated yield 84.9%. RXN SMILES: [N+:1]([C:4]1[CH:9]=[C:8]([NH2:10])[CH:7]=[CH:6][C:5]=1[NH2:11])([O-:3])=[O:2].[F:12][C:13]1[CH:20]=[CH:19][C:16]([CH:17]=O)=[CH:15][CH:14]=1.O>C1(C)C(C)=CC=CC=1>[NH2:11][C:5]1[CH:6]=[CH:7][C:8]([N:10]=[CH:17][C:16]2[CH:19]=[CH:20][C:13]([F:12])=[CH:14][CH:15]=2)=[CH:9][C:4]=1[N+:1]([O-:3])=[O:2]. Procedure details: A solution of 15.3 g (100 mmol) 2-nitro-p-phenylenediamine and 13.6 g (110 mmol) 4-fluorobenzaldehyde in 400 ml xylene is heated under reflux in the presence of 0.5 g of an acid ion exchanger (for example Nafion) for 3 hours in a water separator. Insoluble constituents are filtered out hot and the mixture is allowed to stand overnight at room temperature. An orange-yellow solid crystallizes out. This solid is suction filtered, washed with a little toluene and dried in a vacuum. 22.0 g (85% of th...